From a dataset of the Open Reaction Database (ORD), a public repository of structured organic reaction records. describe an organic reaction: reactants, conditions, products, and yield Reactants: C(C)(C)(C)OC(NCCC1=CC=C(C=C1)OC1=NC=CC=C1C(N)=O)=O ({2-[4-(3-carbamoylpyridin-2-yloxy)phenyl]ethyl}carbamic acid tert-butyl ester), C(=O)(C(F)(F)F)O (TFA). Solvent: ClCCl (dichloromethane). The product is NCCC1=CC=C(OC2=C(C(=O)N)C=CC=N2)C=C1 (2-[4-(2-Aminoethyl)phenoxy]nicotinamide). Isolated yield 101.9%. As a reaction SMILES: C(OC(=O)[NH:7][CH2:8][CH2:9][C:10]1[CH:15]=[CH:14][C:13]([O:16][C:17]2[C:22]([C:23](=[O:25])[NH2:24])=[CH:21][CH:20]=[CH:19][N:18]=2)=[CH:12][CH:11]=1)(C)(C)C.C(O)(C(F)(F)F)=O>ClCCl>[NH2:7][CH2:8][CH2:9][C:10]1[CH:11]=[CH:12][C:13]([O:16][C:17]2[N:18]=[CH:19][CH:20]=[CH:21][C:22]=2[C:23]([NH2:24])=[O:25])=[CH:14][CH:15]=1. Reported procedure: Dissolve {2-[4-(3-carbamoylpyridin-2-yloxy)phenyl]ethyl}carbamic acid tert-butyl ester (0.518 g, 1.45 mmol) in dichloromethane (8.4 mL). Add TFA (8.4 mL) and stir at room temperature for 4 hours. Concentrate the reaction mixture. Load the product onto an SCX column with methanol. Wash the column with methanol then elute with 50% (2.0 M NH3 in methanol) in methanol to give the title compound (0.38 g, 100%): TOF MS ES+ 258.1 (M+H)+, base peak TOF ES+ 241.1 (M−NH2)+, HRMS calcd for C14H16N3O2 258.1...